This data is from the Open Reaction Database (ORD), a public repository of structured organic reaction records. The task is: describe an organic reaction: reactants, conditions, products, and yield The reactants are COC(C(=O)C1=CC(=C(C=C1)SC)Cl)=O ((3-Chloro-4-methylsulfanyl-phenyl)-oxo-acetic acid methyl ester), OOS(=O)[O-].[K+] (oxone), CO (methanol). Run in O (water). Run at time 4 hour. Product: COC(C(=O)C1=CC(=C(C=C1)S(=O)(=O)C)Cl)=O ((3-chloro-4-methanesulfonyl-phenyl)-oxo-acetic acid methyl ester). Isolated yield 60.0%. RXN SMILES: [CH3:1][O:2][C:3](=[O:15])[C:4]([C:6]1[CH:11]=[CH:10][C:9](SC)=[C:8]([Cl:14])[CH:7]=1)=[O:5].O[O:17][S:18]([O-:20])=O.[K+].[CH3:22]O>O>[CH3:1][O:2][C:3](=[O:15])[C:4]([C:6]1[CH:11]=[CH:10][C:9]([S:18]([CH3:22])(=[O:20])=[O:17])=[C:8]([Cl:14])[CH:7]=1)=[O:5] |f:1.2|. Procedure details: (3-Chloro-4-methylsulfanyl-phenyl)-oxo-acetic acid methyl ester (prepared as in PCT WO 2004/052869 A1, Example 1, 1.89 g, 7.72 mmol) and oxone (14.26 g, 23.3 mmol) were combined in a mixture of water (4 mL) and methanol (40 mL) and stirred for 4 h. The methanol was evaporated in vacuo and the remaining mixture was treated with water (30 mL) and extracted with ethyl acetate (3×40 mL). The combined organic phases were dried over magnesium sulfate and evaporated in vacuo. The residue was purified b... Solvent: C(Cl)Cl (CH2Cl2), CCOCC (Et2O), CCOCC (Et2O). Isolated yield 79.4%. Yields the product BrC1C(C2=CC=CC(=C2CC1)Br)=O (2.5-Dibromo-3,4-dihydro-1(2H)-naphthalenone). RXN SMILES: [Br:1][C:2]1[CH:11]=[CH:10][CH:9]=[C:8]2[C:3]=1[CH2:4][CH2:5][CH2:6][C:7]2=[O:12].[Br:13]Br>C(Cl)Cl.CCOCC>[Br:13][CH:6]1[CH2:5][CH2:4][C:3]2[C:8](=[CH:9][CH:10]=[CH:11][C:2]=2[Br:1])[C:7]1=[O:12]. Reactants: BrBr (Br2), BrC1=C2CCCC(C2=CC=C1)=O (5-bromo-3,4-dihydro-1(2H)-naphthalenone), BrC1=C2CCCC(C2=CC=C1)=O (5-bromo-3,4-dihydro-1(2H)-Naphthalenone), BrC1=C2CCCC(C2=CC=C1)=O (5-bromo-3,4-dihydro-1(2H)-naphthalenone). Procedure: A clear yellow solution of 5-bromo-3,4-dihydro-1(2H)-naphthalenone(12.09 g, 53.7 mmol) in freshly opened Et2O (220 mL) under an N2 atmosphere was chilled to −5° C. HCl was bubbled in subsurface for 1 min, causing no visible change. The dropwise addition of a solution of Br2 (8.58 g, 53.7 mmol) in CH2Cl2 (20 mL) and Et2O (2 mL) to the vigorously stirring solution of 5-bromo-3,4-dihydro-1(2H)-naphthalenone over 2 h (each drop was allowed to fully decolorize before adding the next) produced a produ...